The task is: describe an organic reaction: reactants, conditions, products, and yield. This data is from the Open Reaction Database (ORD), a public repository of structured organic reaction records. Reactants: FC(C(=O)O)(F)F (Trifluoroacetic Acid), C(#N)CC1(CCN(CC1)C(=O)OC(C)(C)C)N1N=CC(=C1)C=1C=NC=2N(N1)C(=CN2)CC=2C=C1C=CC=NC1=CC2 (tert-butyl 4-(cyanomethyl)-4-{4-[7-(quinolin-6-ylmethyl)imidazo[1,2-b][1,2,4]triazin-2-yl]-1H-pyrazol-1-yl}piperidine-1-carboxylate). Solvent: C(Cl)Cl (methylene chloride). Reaction conditions: time 0.5 hour. The product is N1=CC=CC2=CC(=CC=C12)CC1=CN=C2N1N=C(C=N2)C=2C=NN(C2)C2(CCNCC2)CC#N ((4-{4-[7-(quinolin-6-ylmethyl)imidazo[1,2-b][1,2,4]triazin-2-yl]-1H-pyrazol-1-yl}piperidin-4-yl)acetonitrile), C(=O)(C(F)(F)F)O (TFA). As a reaction SMILES: [F:1][C:2]([F:7])([F:6])[C:3]([OH:5])=[O:4].[C:8]([CH2:10][C:11]1([N:24]2[CH:28]=[C:27]([C:29]3[CH:30]=[N:31][C:32]4[N:33]([C:35]([CH2:38][C:39]5[CH:40]=[C:41]6[C:46](=[CH:47][CH:48]=5)[N:45]=[CH:44][CH:43]=[CH:42]6)=[CH:36][N:37]=4)[N:34]=3)[CH:26]=[N:25]2)[CH2:16][CH2:15][N:14](C(OC(C)(C)C)=O)[CH2:13][CH2:12]1)#[N:9]>C(Cl)Cl>[N:45]1[C:46]2[C:41](=[CH:40][C:39]([CH2:38][C:35]3[N:33]4[N:34]=[C:29]([C:27]5[CH:26]=[N:25][N:24]([C:11]6([CH2:10][C:8]#[N:9])[CH2:16][CH2:15][NH:14][CH2:13][CH2:12]6)[CH:28]=5)[CH:30]=[N:31][C:32]4=[N:37][CH:36]=3)=[CH:48][CH:47]=2)[CH:42]=[CH:43][CH:44]=1.[C:3]([OH:5])([C:2]([F:7])([F:6])[F:1])=[O:4]. Procedure: Trifluoroacetic Acid (0.5 mL) was added to a solution of tert-butyl 4-(cyanomethyl)-4-{4-[7-(quinolin-6-ylmethyl)imidazo[1,2-b][1,2,4]triazin-2-yl]-1H-pyrazol-1-yl}piperidine-1-carboxylate (0.015 g, 0.000027 mol) in methylene chloride (0.5 mL). The mixture was stirred at RT for 0.5 h. The volatiles were removed under reduced pressure to give the desired product as a TFA salt which was directly used in the next step without further purification. LCMS: (M+H)=450.5.